This data is from the Open Reaction Database (ORD), a public repository of structured organic reaction records. The task is: describe an organic reaction: reactants, conditions, products, and yield Starting materials: C(C1=CC=CC=C1)OC(=O)N1CCC(CC1)C1=C(C=CC=C1)S(=O)C (1-benzyloxycarbonyl-4-(2-methylsulfinylphenyl)piperidine), FC(C(=O)O)(F)F (trifluoroacetic acid). Solvent: C1(=CC=CC=C1)C (toluene). Yields the product CS(=O)C1=C(C=CC=C1)C1CCNCC1 (4-(2-methylsulfinylphenyl)piperidine). The yield is 96.0%. As a reaction SMILES: C(OC([N:11]1[CH2:16][CH2:15][CH:14]([C:17]2[CH:22]=[CH:21][CH:20]=[CH:19][C:18]=2[S:23]([CH3:25])=[O:24])[CH2:13][CH2:12]1)=O)C1C=CC=CC=1.FC(F)(F)C(O)=O>C1(C)C=CC=CC=1>[CH3:25][S:23]([C:18]1[CH:19]=[CH:20][CH:21]=[CH:22][C:17]=1[CH:14]1[CH2:15][CH2:16][NH:11][CH2:12][CH2:13]1)=[O:24]. Procedure: The product of Step 4 (0.5 g) was treated with trifluoroacetic acid (10 mL) and heated at reflux temperature for 45 minutes. The reaction mixture was cooled, diluted with toluene (40 mL) and evaporated. This procedure was repeated two more times. The residue was treated with CH2Cl2 (70 mL) and adjusted to alkaline pH via addition of NH4OH solution. The organic layer was separated, dried over MgSO4, filtered and evaporated to give 4-(2-methylsulfinylphenyl)piperidine (0.3 g). Starting materials: ClCC=1C(=NC=C(C1)C)SC(C)C (3-Chloromethyl-2-isopropylsulfanyl-5-methyl-pyridine), C(C)OC(C(CC1=CC=C(C=C1)O)C)=O (3-(4-hydroxy-phenyl)-2-methyl-propionic acid ethyl ester). Yields the product C(C)OC(C(CC1=CC=C(C=C1)OCC=1C(=NC=C(C1)C)SC(C)C)C)=O (3-[4-(2-isopropylsulfanyl-5-methyl-pyridin-3-ylmethoxy)phenyl]-2-methyl-propionic acid ethyl ester). Yield: 33.0%. Reaction SMILES: Cl[CH2:2][C:3]1[C:4]([S:10][CH:11]([CH3:13])[CH3:12])=[N:5][CH:6]=[C:7]([CH3:9])[CH:8]=1.[CH2:14]([O:16][C:17](=[O:28])[CH:18]([CH3:27])[CH2:19][C:20]1[CH:25]=[CH:24][C:23]([OH:26])=[CH:22][CH:21]=1)[CH3:15]>>[CH2:14]([O:16][C:17](=[O:28])[CH:18]([CH3:27])[CH2:19][C:20]1[CH:21]=[CH:22][C:23]([O:26][CH2:2][C:3]2[C:4]([S:10][CH:11]([CH3:13])[CH3:12])=[N:5][CH:6]=[C:7]([CH3:9])[CH:8]=2)=[CH:24][CH:25]=1)[CH3:15]. Procedure details: 3-Chloromethyl-2-isopropylsulfanyl-5-methyl-pyridine (0.02 g, 0.09 mmol) obtained in Step D of Preparation Example 30 and 3-(4-hydroxy-phenyl)-2-methyl-propionic acid ethyl ester obtained in Step B of Preparation Example 3 were reacted in the same manner as in Step A of Example 1 to obtain the title compound (0.012 g, 33%). Reactants: CS(=O)(=O)C=1C=C(C=CC1OC)N1CCNCC1 (1-(3-Methanesulfonyl-4-methoxy-phenyl)-piperazine), C(C)(C)Br (isopropylbromide). The product is C(C)(C)N1CCN(CC1)C1=CC(=C(C=C1)OC)S(=O)(=O)C (1-Isopropyl-4-(3-Methanesulfonyl-4-methoxy-phenyl)-piperazine). RXN SMILES: [CH3:1][S:2]([C:5]1[CH:6]=[C:7]([N:13]2[CH2:18][CH2:17][NH:16][CH2:15][CH2:14]2)[CH:8]=[CH:9][C:10]=1[O:11][CH3:12])(=[O:4])=[O:3].[CH:19](Br)([CH3:21])[CH3:20]>>[CH:19]([N:16]1[CH2:15][CH2:14][N:13]([C:7]2[CH:8]=[CH:9][C:10]([O:11][CH3:12])=[C:5]([S:2]([CH3:1])(=[O:3])=[O:4])[CH:6]=2)[CH2:18][CH2:17]1)([CH3:21])[CH3:20]. Procedure: Beginning with 1-(3-Methanesulfonyl-4-methoxy-phenyl)-piperazine and isopropylbromide, the title compound was recovered by the procedure described in Example 2: MS m/z (rel. intensity, 70 eV)) 312 (M+, 43), 297 (bp), 84 (35), 71 (33), 56 (73). Reactants: C(C)(=O)NCC(=O)O (N-acetyl-glycine), Cl.C(C)N=C=NCCCN(C)C (1-ethyl-3-(3-dimethylaminopropyl)carbodimide hydrochloride), O1C(CCCC1)ONC(=O)[C@@H](C\C=C\C1=CC=CC=C1)[C@H](C(=O)NNCC(C)C)CC(C)C ((E)-2(R)-[1(S)-[(tetrahydro-2(RS)-pyranyloxy)carbamoyl]-4-phenyl-3-butenyl]-2′-isobutyl-4-methylvalerohydrazide). Solvent: CN(C=O)C (dimethylformamide). Run at time 16 hour. Product: C(C)(=O)NCC(=O)N(NC([C@H](CC(C)C)[C@H](C\C=C\C1=CC=CC=C1)C(NOC1OCCCC1)=O)=O)CC(C)C ((E)-2′-(2-acetamidoacetyl)-2(R)-[1(S)-[(tetrahydro-2(RS)-pyranyloxy)carbamoyl]-4-phenyl-3-butenyl]-2′-isobutyl-4-methylvalerohydrazide). Yield: 78.1%. RXN SMILES: [O:1]1[CH2:6][CH2:5][CH2:4][CH2:3][CH:2]1[O:7][NH:8][C:9]([C@H:11]([C@@H:21]([CH2:30][CH:31]([CH3:33])[CH3:32])[C:22]([NH:24][NH:25][CH2:26][CH:27]([CH3:29])[CH3:28])=[O:23])[CH2:12]/[CH:13]=[CH:14]/[C:15]1[CH:20]=[CH:19][CH:18]=[CH:17][CH:16]=1)=[O:10].[C:34]([NH:37][CH2:38][C:39](O)=[O:40])(=[O:36])[CH3:35].Cl.C(N=C=NCCCN(C)C)C>CN(C)C=O>[C:34]([NH:37][CH2:38][C:39]([N:25]([CH2:26][CH:27]([CH3:28])[CH3:29])[NH:24][C:22](=[O:23])[C@@H:21]([C@@H:11]([C:9](=[O:10])[NH:8][O:7][CH:2]1[CH2:3][CH2:4][CH2:5][CH2:6][O:1]1)[CH2:12]/[CH:13]=[CH:14]/[C:15]1[CH:20]=[CH:19][CH:18]=[CH:17][CH:16]=1)[CH2:30][CH:31]([CH3:33])[CH3:32])=[O:40])(=[O:36])[CH3:35] |f:2.3|. Procedure details: A solution of 0.459 g of (E)-2(R)-[1(S)-[(tetrahydro-2(RS)-pyranyloxy)carbamoyl]-4-phenyl-3-butenyl]-2′-isobutyl-4-methylvalerohydrazide in 4 ml of dimethylformamide was cooled to 0° C. and treated with 0.351 g of N-acetyl-glycine and 690 mg of 1-ethyl-3-(3-dimethylaminopropyl)carbodimide hydrochloride. The mixture was stirred at room temperature for 16 hours and evaporated. The residue in ethyl acetate was washed with 5% sodium hydrogen carbonate solution and water, dried over anhydrous magnesi...